From a dataset of the Open Reaction Database (ORD), a public repository of structured organic reaction records. describe an organic reaction: reactants, conditions, products, and yield Starting materials: BrC=1C=C(C=C(C1OC)Br)C(=O)N1C2=C(OCC1)N=CC(=C2)C2=CC(=CC=C2)C(F)(F)F ((3,5-dibromo-4-methoxy-phenyl)-[7-(3-trifluoromethyl-phenyl)-2,3-dihydro-pyrido[2,3-b][1,4]oxazin-1-yl]-methanone), [Br-].[Li+] (lithium bromide), N1CCNCC1 (piperazine). Run in CN(C=O)C (N,N-dimethyl formamide). Yields the product BrC=1C=C(C=C(C1O)Br)C(=O)N1C2=C(OCC1)N=CC(=C2)C2=CC(=CC=C2)C(F)(F)F ((3,5-dibromo-4-hydroxy-phenyl)-[7-(3-trifluoromethyl-phenyl)-2,3-dihydro-pyrido[2,3-b][1,4]oxazin-1-yl]-methanone). RXN SMILES: [Br:1][C:2]1[CH:3]=[C:4]([C:11]([N:13]2[CH2:18][CH2:17][O:16][C:15]3[N:19]=[CH:20][C:21]([C:23]4[CH:28]=[CH:27][CH:26]=[C:25]([C:29]([F:32])([F:31])[F:30])[CH:24]=4)=[CH:22][C:14]2=3)=[O:12])[CH:5]=[C:6]([Br:10])[C:7]=1[O:8]C.[Br-].[Li+].N1CCNCC1>CN(C)C=O>[Br:1][C:2]1[CH:3]=[C:4]([C:11]([N:13]2[CH2:18][CH2:17][O:16][C:15]3[N:19]=[CH:20][C:21]([C:23]4[CH:28]=[CH:27][CH:26]=[C:25]([C:29]([F:30])([F:32])[F:31])[CH:24]=4)=[CH:22][C:14]2=3)=[O:12])[CH:5]=[C:6]([Br:10])[C:7]=1[OH:8] |f:1.2|. Procedure details: By the same method as in the step d) of Example 45, (3,5-dibromo-4-methoxy-phenyl)-[7-(3-trifluoromethyl-phenyl)-2,3-dihydro-pyrido[2,3-b][1,4]oxazin-1-yl]-methanone (165 mg, 0.29 mmol), lithium bromide (100 mg, 1.15 mmol) and piperazine (37.3 mg, 0.43 mmol) were dissolved in N,N-dimethyl formamide (2 ml) and reacted at 100□ to obtain the target compound 63, i.e., (3,5-dibromo-4-hydroxy-phenyl)-[7-(3-trifluoromethyl-phenyl)-2,3-dihydro-pyrido[2,3-b][1,4]oxazin-1-yl]-methanone, as white solid (90... The reactants are CC(CC1=CC(=CC=C1)OCCC12CC3CC(CC(C1)C3)C2)(C)N (1,1-Dimethyl-2-(3-(1-adamantyl)ethoxyphenyl)ethylamine), C(C1=CC=CC=C1)OC=1C=CC(=C2C=CC(NC12)=O)[C@H](CBr)O[Si](C)(C)C(C)(C)C ((R)-8-(benzyloxy)-5-(2-bromo-1-(tert-butyldimethylsilyloxy)ethyl)quinolin-2(1H)-one), [I-].[Na+] (sodium iodide), C(O)([O-])=O.[Na+] (sodium hydrogencarbonate). Solvent: CN1C(CCC1)=O (N-methylpyrrolidinone), O (water). Run at temperature 120 celsius. Product: C(C1=CC=CC=C1)OC=1C=CC(=C2C=CC(NC12)=O)C(CNC(CC1=CC(=CC=C1)OCCC12CC3CC(CC(C1)C3)C2)(C)C)O[Si](C)(C)C(C)(C)C (8-(benzyloxy)-5-(1-(tert-butyldimethylsilyloxy)-2-(2-methyl-1-(3-(2-(1-adamantyl)ethoxy)phenyl)propan-2-ylamino)ethyl)quinolin-2(1H)-one). The yield is 34.0%. RXN SMILES: [CH3:1][C:2]([NH2:24])([CH3:23])[CH2:3][C:4]1[CH:9]=[CH:8][CH:7]=[C:6]([O:10][CH2:11][CH2:12][C:13]23[CH2:22][CH:17]4[CH2:18][CH:19]([CH2:21][CH:15]([CH2:16]4)[CH2:14]2)[CH2:20]3)[CH:5]=1.[CH2:25]([O:32][C:33]1[CH:34]=[CH:35][C:36]([C@@H:44]([O:47][Si:48]([C:51]([CH3:54])([CH3:53])[CH3:52])([CH3:50])[CH3:49])[CH2:45]Br)=[C:37]2[C:42]=1[NH:41][C:40](=[O:43])[CH:39]=[CH:38]2)[C:26]1[CH:31]=[CH:30][CH:29]=[CH:28][CH:27]=1.[I-].[Na+].C(=O)([O-])O.[Na+]>CN1CCCC1=O.O>[CH2:25]([O:32][C:33]1[CH:34]=[CH:35][C:36]([CH:44]([O:47][Si:48]([C:51]([CH3:52])([CH3:54])[CH3:53])([CH3:50])[CH3:49])[CH2:45][NH:24][C:2]([CH3:1])([CH3:23])[CH2:3][C:4]2[CH:9]=[CH:8][CH:7]=[C:6]([O:10][CH2:11][CH2:12][C:13]34[CH2:22][CH:17]5[CH2:16][CH:15]([CH2:21][CH:19]([CH2:18]5)[CH2:20]3)[CH2:14]4)[CH:5]=2)=[C:37]2[C:42]=1[NH:41][C:40](=[O:43])[CH:39]=[CH:38]2)[C:26]1[CH:27]=[CH:28][CH:29]=[CH:30][CH:31]=1 |f:2.3,4.5|. Procedure details: To a solution of Intermediate 87 (0.981 g, 3.0 mmol) and (R)-8-(benzyloxy)-5-(2-bromo-1-(tert-butyldimethylsilyloxy)ethyl)quinolin-2(1H)-one (1.463 g, 2.99 mmol) in N-methylpyrrolidinone (5 mL) was added sodium iodide (0.471 g, 3.14 mmol) and sodium hydrogencarbonate (0.352 g, 4.19 mmol). The reaction mixture was heated at 120° C. for 4 hours and poured into excess water. The organic layer was extracted with diethyl ether and washed with water. The solvent was removed under reduced pressure and ... Reactants: COC(COC1=CC(=CC=C1)CO)=O ((3-Hydroxymethylphenoxy)acetic acid methyl ester), C1(=CC=CC=C1)N(C(=O)Cl)C1=CC=CC=C1 (diphenylcarbamyl chloride), O (water). The solvent is N1=CC=CC=C1 (pyridine). The product is COC(COC1=CC(=CC=C1)COC(N(C1=CC=CC=C1)C1=CC=CC=C1)=O)=O ({3-[(diphenyl-carbamoyloxy)methyl]phenoxy}acetic acid methyl ester). Yield: 73.5%. As a reaction SMILES: [CH3:1][O:2][C:3](=[O:14])[CH2:4][O:5][C:6]1[CH:11]=[CH:10][CH:9]=[C:8]([CH2:12][OH:13])[CH:7]=1.[C:15]1([N:21]([C:25]2[CH:30]=[CH:29][CH:28]=[CH:27][CH:26]=2)[C:22](Cl)=[O:23])[CH:20]=[CH:19][CH:18]=[CH:17][CH:16]=1.O>N1C=CC=CC=1>[CH3:1][O:2][C:3](=[O:14])[CH2:4][O:5][C:6]1[CH:11]=[CH:10][CH:9]=[C:8]([CH2:12][O:13][C:22](=[O:23])[N:21]([C:25]2[CH:26]=[CH:27][CH:28]=[CH:29][CH:30]=2)[C:15]2[CH:20]=[CH:19][CH:18]=[CH:17][CH:16]=2)[CH:7]=1. Reported procedure: (3-Hydroxymethylphenoxy)acetic acid methyl ester (400 mg, 2 mmol) and diphenylcarbamyl chloride (580 mg, 2.5 mmol) were combined in pyridine (2 ml). The resultant yellow solution was allowed to stand for ten days under nitrogen. The mixture was then poured into water, extracted with dichloromethane, and evaporated. Purification of the residue by silica gel chromatography, eluting with 5% acetone/dichloromethane, gave {3-[(diphenyl-carbamoyloxy)methyl]phenoxy}acetic acid methyl ester as a colorle... Reactants: [Li]CCCC, CC1(C)CCCC(C)(C)N1, O=C(O)c1ccc(F)c(Cl)c1, CI, C1CCOC1. The product is Cc1c(C(=O)O)ccc(F)c1Cl. Reaction SMILES: [CH3:1][CH2:2][CH2:3][CH2:4][Li:5].[CH3:6][C:7]1([CH3:8])[CH2:9][CH2:10][CH2:11][C:12]([CH3:13])([CH3:14])[NH:15]1.[Cl:16][c:17]1[cH:18][c:19]([C:20](=[O:21])[OH:22])[cH:23][cH:24][c:25]1[F:26].[I:27][CH3:28].[O:29]1[CH2:30][CH2:31][CH2:32][CH2:33]1>>[CH3:1][c:18]1[c:17]([Cl:16])[c:25]([F:26])[cH:24][cH:23][c:19]1[C:20](=[O:21])[OH:22]. Starting materials: CC(=O)[O-], CC(=O)[O-], c1ccc(Cn2cccc2)cc1, CC(=O)O, ClCCl, [Cu+2], O=C1C=CC(=O)c2ccccc21, O. Product: O=C1C=C(c2cccn2Cc2ccccc2)C(=O)c2ccccc21. Reaction SMILES: [C:33]([O-:34])(=[O:35])[CH3:36].[C:38]([O-:39])(=[O:40])[CH3:41].[CH2:13]([c:14]1[cH:15][cH:16][cH:17][cH:18][cH:19]1)[n:20]1[cH:21][cH:22][cH:23][cH:24]1.[CH3:26][C:27](=[O:28])[OH:29].[Cl:30][CH2:31][Cl:32].[Cu+2:37].[O:1]=[C:2]1[CH:3]=[CH:4][C:5](=[O:6])[c:7]2[cH:8][cH:9][cH:10][cH:11][c:12]21.[OH2:25]>>[O:1]=[C:2]1[CH:3]=[C:4]([c:21]2[n:20]([CH2:13][c:14]3[cH:15][cH:16][cH:17][cH:18][cH:19]3)[cH:24][cH:23][cH:22]2)[C:5](=[O:6])[c:7]2[cH:8][cH:9][cH:10][cH:11][c:12]21.